Dataset: the Open Reaction Database (ORD), a public repository of structured organic reaction records. Task: describe an organic reaction: reactants, conditions, products, and yield The reactants are BrC1=C(N=C2N1C1=C(NC3=C2C=CC=C3)N=CC=C1)C1=CC=CC=C1 (3-bromo-2-phenyl-9H-benzo[f]imidazo[1,2-d]pyrido[2,3-b][1,4]diazepine), CC1(OB(OC1(C)C)C1=CC=C(C=C1)C1(CCC1)NC(OC(C)(C)C)=O)C (tert-butyl (1-(4-(4,4,5,5-tetramethyl-1,3,2-dioxaborolan-2-yl)phenyl)cyclobutyl)carbamate), C(C)O (ethanol), C([O-])(O)=O.[Na+] (sodium bicarbonate). The solvent is C1(=CC=CC=C1)C (toluene). Reaction conditions: temperature 100 celsius, time 8 hour. Yields the product C1(=CC=CC=C1)C=1N=C2N(C3=C(NC4=C2C=CC=C4)N=CC=C3)C1C1=CC=C(C=C1)C1(CCC1)NC(OC(C)(C)C)=O (tert-butyl (1-(4-(2-phenyl-9H-benzo[f]imidazo[1,2-d]pyrido[2,3-b][1,4]diazepin-3-yl)phenyl)cyclobutyl)carbamate). The yield is 52.5%. As a reaction SMILES: Br[C:2]1[N:6]2[C:7]3[CH:19]=[CH:18][CH:17]=[N:16][C:8]=3[NH:9][C:10]3[CH:15]=[CH:14][CH:13]=[CH:12][C:11]=3[C:5]2=[N:4][C:3]=1[C:20]1[CH:25]=[CH:24][CH:23]=[CH:22][CH:21]=1.C(O)C.C(=O)(O)[O-].[Na+].CC1(C)C(C)(C)OB([C:42]2[CH:47]=[CH:46][C:45]([C:48]3([NH:52][C:53](=[O:59])[O:54][C:55]([CH3:58])([CH3:57])[CH3:56])[CH2:51][CH2:50][CH2:49]3)=[CH:44][CH:43]=2)O1>C1(C)C=CC=CC=1>[C:20]1([C:3]2[N:4]=[C:5]3[C:11]4[CH:12]=[CH:13][CH:14]=[CH:15][C:10]=4[NH:9][C:8]4[N:16]=[CH:17][CH:18]=[CH:19][C:7]=4[N:6]3[C:2]=2[C:42]2[CH:43]=[CH:44][C:45]([C:48]3([NH:52][C:53](=[O:59])[O:54][C:55]([CH3:58])([CH3:56])[CH3:57])[CH2:51][CH2:50][CH2:49]3)=[CH:46][CH:47]=2)[CH:21]=[CH:22][CH:23]=[CH:24][CH:25]=1 |f:2.3|. Reported procedure: To a suspension of 3-bromo-2-phenyl-9H-benzo[f]imidazo[1,2-d]pyrido[2,3-b][1,4]diazepine (0.800 g, 1 eq.) in a mixture of toluene (10 mL), ethanol (10 mL), and saturated sodium bicarbonate (2 mL) was added tert-butyl (1-(4-(4,4,5,5-tetramethyl-1,3,2-dioxaborolan-2-yl)phenyl)cyclobutyl)carbamate (1.15 g, 1.5 eq.). The reaction was degassed (nitrogen) for 5 minutes and tetrakis(triphenylphosphine)palladium(0) added (0.08 g). The reaction was again degassed for 5 minutes and stirred at 100° C. over... Starting materials: O=C1CCC(=O)N1Br, CCOC(C)=O, Nc1cc(F)c(F)cc1[N+](=O)[O-], CN(C)C=O, O. Yields the product Nc1c([N+](=O)[O-])cc(F)c(F)c1Br. RXN SMILES: [Br:13][N:14]1[C:15](=[O:16])[CH2:17][CH2:18][C:19]1=[O:20].[CH3:21][CH2:22][O:23][C:24](=[O:25])[CH3:26].[F:1][c:2]1[cH:3][c:4]([N+:10](=[O:11])[O-:12])[c:5]([NH2:6])[cH:7][c:8]1[F:9].[O:28]=[CH:29][N:30]([CH3:31])[CH3:32].[OH2:27]>>[F:1][c:2]1[cH:3][c:4]([N+:10](=[O:11])[O-:12])[c:5]([NH2:6])[c:7]([Br:13])[c:8]1[F:9]. The reactants are Cl (hydrochloric acid), O (water), COC=1C=C2C(=N[C@H]3CCCC[C@H]3C2=CC1OC)C1=CC=C(C=C1)[N+](=O)[O-] ((+/-)-cis-8,9-dimethoxy-6-(4-nitrophenyl)-1,2,3,4,4a,10b-hexahydrophenanthridine). Reagents/catalysts: [Fe] (iron). The solvent is CO (methanol). Run at time 8 hour. The product is COC=1C=C2C(=N[C@H]3CCCC[C@H]3C2=CC1OC)C1=CC=C(C=C1)N ((+/-)-cis-8,9-Dimethoxy-6-(4-aminophenyl)-1,2,3,4,4a,10b-hexahydrophenanthridine). Reaction SMILES: [CH3:1][O:2][C:3]1[CH:4]=[C:5]2[C:14](=[CH:15][C:16]=1[O:17][CH3:18])[C@H:13]1[C@H:8]([CH2:9][CH2:10][CH2:11][CH2:12]1)[N:7]=[C:6]2[C:19]1[CH:24]=[CH:23][C:22]([N+:25]([O-])=O)=[CH:21][CH:20]=1.Cl.O>CO.[Fe]>[CH3:1][O:2][C:3]1[CH:4]=[C:5]2[C:14](=[CH:15][C:16]=1[O:17][CH3:18])[C@H:13]1[C@H:8]([CH2:9][CH2:10][CH2:11][CH2:12]1)[N:7]=[C:6]2[C:19]1[CH:20]=[CH:21][C:22]([NH2:25])=[CH:23][CH:24]=1. Procedure: 8.5 g of (+/-)-cis-8,9-dimethoxy-6-(4-nitrophenyl)-1,2,3,4,4a,10b-hexahydrophenanthridine are dissolved in 200 ml of methanol, and the solution is treated with 5 ml of concentrated hydrochloric acid, 20 ml of water and 800 mg of iron powder and stirred overnight at RT. The reaction mixture is filtered, the filtrate is concentrated, the residue is extracted with sodium hydrogencarbonate solution/ethyl acetate, and the organic phase is dried using sodium sulfate and concentrated. The residue is ch... Starting materials: C1=CN(C=N1)C(=O)N2C=CN=C2 (CDI), ClC1=C(C=CC(=C1)[N+](=O)[O-])CC(=O)O (2-(2-Chloro-4-nitrophenyl)acetic acid), Cl.O(C)N (Methoxylamine hydrochloride). Run in CN(C)C=O (DMF). Product: ClC1=C(C=CC(=C1)[N+](=O)[O-])CC(=O)NOC (2-(2-chloro-4-nitrophenyl)-N-methoxyacetamide). Yield: 85.0%. As a reaction SMILES: [Cl:1][C:2]1[CH:7]=[C:6]([N+:8]([O-:10])=[O:9])[CH:5]=[CH:4][C:3]=1[CH2:11][C:12]([OH:14])=O.C1N=CN(C(N2C=NC=C2)=O)C=1.Cl.[O:28]([NH2:30])[CH3:29]>CN(C=O)C>[Cl:1][C:2]1[CH:7]=[C:6]([N+:8]([O-:10])=[O:9])[CH:5]=[CH:4][C:3]=1[CH2:11][C:12]([NH:30][O:28][CH3:29])=[O:14] |f:2.3|. Procedure: 2-(2-Chloro-4-nitrophenyl)acetic acid (67.2 mmol) was dissolved in DMF (500 mL) to give a colorless solution. CDI (87 mmol) was added in one portion. The mixture was stirred at room temperature until bubbling of the solution ceased. Methoxylamine hydrochloride (87 mmol) was added poroom temperatureion wise, and the resulting mixture was stirred at room temperature over night. The resulting suspension was concentrated under reduced pressure to 100 mL and then diluted with EtOAc (1200 mL). The res... Reactants: C1(=CC=CC=C1)P(C1=CC=CC=C1)C1=CC=CC=C1 (Triphenylphosphine), O(C1=CC=CC=C1)CCCCBr (4-phenoxybutyl bromide). Solvent: C1=CC=CC=C1 (benzene). Yields the product [Br-].C1(=CC=CC=C1)[P+](CCCCOC1=CC=CC=C1)(C1=CC=CC=C1)C1=CC=CC=C1 (triphenyl(4-phenoxybutyl)phosphonium bromide). Isolated yield 81.0%. RXN SMILES: [C:1]1([P:7]([C:14]2[CH:19]=[CH:18][CH:17]=[CH:16][CH:15]=2)[C:8]2[CH:13]=[CH:12][CH:11]=[CH:10][CH:9]=2)[CH:6]=[CH:5][CH:4]=[CH:3][CH:2]=1.[O:20]([CH2:27][CH2:28][CH2:29][CH2:30][Br:31])[C:21]1[CH:26]=[CH:25][CH:24]=[CH:23][CH:22]=1>C1C=CC=CC=1>[Br-:31].[C:14]1([P+:7]([C:1]2[CH:2]=[CH:3][CH:4]=[CH:5][CH:6]=2)([C:8]2[CH:13]=[CH:12][CH:11]=[CH:10][CH:9]=2)[CH2:30][CH2:29][CH2:28][CH2:27][O:20][C:21]2[CH:26]=[CH:25][CH:24]=[CH:23][CH:22]=2)[CH:15]=[CH:16][CH:17]=[CH:18][CH:19]=1 |f:3.4|. Procedure details: Triphenylphosphine and 4-phenoxybutyl bromide were refluxed in benzene for 36 hours to yield triphenyl(4-phenoxybutyl)phosphonium bromide in 81% yield. Starting materials: N1(CCOCC1)CCNC1=NC=C2C(=N1)N(N=C2C2=NC(=CC=C2)NCC2=CSC=C2)COCC[Si](C)(C)C ((2-morpholin-4-yl-ethyl)-[3-{6-[(thiophen-3-ylmethyl)-amino]-pyridin-2-yl}-1-(2-trimethylsilanyl-ethoxymethyl)-1H-pyrazolo[3,4-d]pyrimidin-6-yl]-amine), C(=O)(C(F)(F)F)O (CF3COOH). Run in ClCCl (dichloromethane). Conditions: time 2 hour. Product: N1(CCOCC1)CCNC1=NC=C2C(=N1)NN=C2C2=NC(=CC=C2)NCC2=CSC=C2 ((2-morpholin-4-yl-ethyl)-(3-{6-[(thiophen-3-ylmethyl)-amino]-pyridin-2-yl}-1H-pyrazolo[3,4-d]pyrimidin-6-yl)-amine). Reaction SMILES: [N:1]1([CH2:7][CH2:8][NH:9][C:10]2[N:15]=[C:14]3[N:16](COCC[Si](C)(C)C)[N:17]=[C:18]([C:19]4[CH:24]=[CH:23][CH:22]=[C:21]([NH:25][CH2:26][C:27]5[CH:31]=[CH:30][S:29][CH:28]=5)[N:20]=4)[C:13]3=[CH:12][N:11]=2)[CH2:6][CH2:5][O:4][CH2:3][CH2:2]1.C(O)(C(F)(F)F)=O>ClCCl>[N:1]1([CH2:7][CH2:8][NH:9][C:10]2[N:15]=[C:14]3[NH:16][N:17]=[C:18]([C:19]4[CH:24]=[CH:23][CH:22]=[C:21]([NH:25][CH2:26][C:27]5[CH:31]=[CH:30][S:29][CH:28]=5)[N:20]=4)[C:13]3=[CH:12][N:11]=2)[CH2:6][CH2:5][O:4][CH2:3][CH2:2]1. Procedure: To a mixture of crude (2-morpholin-4-yl-ethyl)-[3-{6-[(thiophen-3-ylmethyl)-amino]-pyridin-2-yl}-1-(2-trimethylsilanyl-ethoxymethyl)-1H-pyrazolo[3,4-d]pyrimidin-6-yl]-amine (149 mg, crude) in dichloromethane (2 mL) was added CF3COOH (2 mL). This mixture was stirred at room temperature for 2 hours. The solvent was removed under reduced pressure. A saturated aqueous solution of NaHCO3 was added to the residue, and then extracted with ethyl acetate (3×15 mL). The combined organic phase was dried ov... The reactants are N (NH3), C(=O)CCCCC#N (5-formylvaleronitrile), [OH-].[Li+] (lithium hydroxide). The reagents and catalysts are [Pd] (Pd). Solvent: [H][H] (hydrogen), [H][H] (hydrogen). Conditions: temperature 100 celsius, time 23 hour. Product: NCCCCCC#N (6-aminocapronitrile), NCCCCCCN (hexamethylene diamine). Isolated yield 59.0%. As a reaction SMILES: [CH:1]([CH2:3][CH2:4][CH2:5][CH2:6][C:7]#[N:8])=O.[OH-].[Li+].[NH3:11]>[H][H].[Pd]>[NH2:11][CH2:1][CH2:3][CH2:4][CH2:5][CH2:6][C:7]#[N:8].[NH2:11][CH2:1][CH2:3][CH2:4][CH2:5][CH2:6][CH2:7][NH2:8] |f:1.2|. Procedure: In the autoclave described in Example 1 there were placed 20 g of 5-formylvaleronitrile and 3 g of Pd (2%) on Al2O3 powder and 0.41 g of lithium hydroxide under protective gas (argon). The autoclave was then sealed and 140 ml of NH3 were forced in. The mixture was stirred using a magnetic stirrer and was heated to 100° C. and the overall pressure raised to 80 bar by forcing in hydrogen and then kept at this value by continuous replenishment with hydrogen. After a period of 23 hours the autoclave... Reactants: FC1=CC=C(C=C1)C=1SC=C(N1)C1=NC=CC=C1 (2-[2-(4-Fluorophenyl)-1,3-thiazol-4-yl]pyridine), BrN1C(CCC1=O)=O (N-bromosuccinimide). The solvent is ClCCl (dichloromethane). Conditions: time 2 hour. The product is BrC1=C(N=C(S1)C1=CC=C(C=C1)F)C1=NC=CC=C1 (2-[5-Bromo-2-(4-fluorophenyl)-1,3-thiazol-4-yl]pyridine). RXN SMILES: [F:1][C:2]1[CH:7]=[CH:6][C:5]([C:8]2[S:9][CH:10]=[C:11]([C:13]3[CH:18]=[CH:17][CH:16]=[CH:15][N:14]=3)[N:12]=2)=[CH:4][CH:3]=1.[Br:19]N1C(=O)CCC1=O>ClCCl>[Br:19][C:10]1[S:9][C:8]([C:5]2[CH:4]=[CH:3][C:2]([F:1])=[CH:7][CH:6]=2)=[N:12][C:11]=1[C:13]1[CH:18]=[CH:17][CH:16]=[CH:15][N:14]=1. Reported procedure: 2-[2-(4-Fluoro-phenyl)-1,3-thiazol-4-yl]pyridine from step 1 (400 mg, 1.56 mmol) was dissolved in dichloromethane (10 mL), and N-bromosuccinimide (330 mg, 1.87 mmol) was added. The reaction was stirred at room temperature for 2 h. Then the solution was washed with water, and dried (Na2SO4). The drying agent was filtered off, and the filtrate was concentrated. The resulting residue was purified on a silica gel flash chromatography column eluted with 0-20% EtOAc-hexane to give the title compound. ...